The task is: describe an organic reaction: reactants, conditions, products, and yield. This data is from the Open Reaction Database (ORD), a public repository of structured organic reaction records. The reactants are B, Cl, C1CCOC1, O=C(O)c1ccc(Oc2ccccc2)cc1. The product is OCc1ccc(Oc2ccccc2)cc1. As a reaction SMILES: [BH3:17].[ClH:18].[O:19]1[CH2:20][CH2:21][CH2:22][CH2:23]1.[c:1]1([O:7][c:8]2[cH:9][cH:10][c:11]([C:12](=[O:13])[OH:14])[cH:15][cH:16]2)[cH:2][cH:3][cH:4][cH:5][cH:6]1>>[c:1]1([O:7][c:8]2[cH:9][cH:10][c:11]([CH2:12][OH:13])[cH:15][cH:16]2)[cH:2][cH:3][cH:4][cH:5][cH:6]1. The reactants are CCCC(C(=O)Nc1ncc(-c2ccccc2COc2ccccc2)s1)N(C(=O)[O-])C(C)(C)C, CCOC(C)=O, Cl. The product is Cl, CCCC(N)C(=O)Nc1ncc(-c2ccccc2COc2ccccc2)s1. Reaction SMILES: [C:2]([N:6]([C:3](=[O:4])[O-:5])[CH:10]([C:11](=[O:12])[NH:13][c:14]1[s:15][c:16](-[c:19]2[c:20]([CH2:25][O:26][c:27]3[cH:28][cH:29][cH:30][cH:31][cH:32]3)[cH:21][cH:22][cH:23][cH:24]2)[cH:17][n:18]1)[CH2:33][CH2:34][CH3:35])([CH3:7])([CH3:8])[CH3:9].[CH3:36][CH2:37][O:38][C:39](=[O:40])[CH3:41].[ClH:1]>>[ClH:1].[NH2:6][CH:10]([C:11](=[O:12])[NH:13][c:14]1[s:15][c:16](-[c:19]2[c:20]([CH2:25][O:26][c:27]3[cH:28][cH:29][cH:30][cH:31][cH:32]3)[cH:21][cH:22][cH:23][cH:24]2)[cH:17][n:18]1)[CH2:33][CH2:34][CH3:35]. Reactants: O=C([O-])[O-], c1ccc2c(c1)CCNC2, [K+], [K+], O=[N+]([O-])c1cccc(CCl)c1, CN(C)C=O, O. Yields the product Cl, O=[N+]([O-])c1cccc(CN2CCc3ccccc3C2)c1. Reaction SMILES: [C:12](=[O:13])([O-:14])[O-:15].[CH2:18]1[NH:19][CH2:20][CH2:21][c:22]2[cH:23][cH:24][cH:25][cH:26][c:27]21.[K+:16].[K+:17].[N+:1](=[O:2])([O-:3])[c:4]1[cH:5][c:6]([CH2:7][Cl:8])[cH:9][cH:10][cH:11]1.[O:29]=[CH:30][N:31]([CH3:32])[CH3:33].[OH2:28]>>[ClH:8].[N+:1](=[O:2])([O-:3])[c:4]1[cH:5][c:6]([CH2:7][N:19]2[CH2:18][c:27]3[c:22]([cH:23][cH:24][cH:25][cH:26]3)[CH2:21][CH2:20]2)[cH:9][cH:10][cH:11]1. Run in C(C)N(CC)CC (triethylamine). Reaction conditions: temperature 50 celsius, time 4 hour. Reaction SMILES: [CH2:1]([N:4]1[CH2:9][CH2:8][N:7]([C:10]([O:12][C:13]([CH3:16])([CH3:15])[CH3:14])=[O:11])[CH2:6][CH2:5]1)[C:2]#[CH:3].I[C:18]1[C:26]2[O:25][CH2:24][C:23](=[O:27])[C:22]=2[CH:21]=[CH:20][C:19]=1[O:28][CH3:29]>C(N(CC)CC)C.Cl[Pd](Cl)([P](C1C=CC=CC=1)(C1C=CC=CC=1)C1C=CC=CC=1)[P](C1C=CC=CC=1)(C1C=CC=CC=1)C1C=CC=CC=1.[Cu]I>[CH3:29][O:28][C:19]1[CH:20]=[CH:21][C:22]2[C:23](=[O:27])[CH2:24][O:25][C:26]=2[C:18]=1[C:3]#[C:2][CH2:1][N:4]1[CH2:9][CH2:8][N:7]([C:10]([O:12][C:13]([CH3:16])([CH3:15])[CH3:14])=[O:11])[CH2:6][CH2:5]1 |^1:39,58|. Procedure: A solution of tert-butyl 4-(prop-2-ynyl)piperazine-1-carboxylate (0.449 g, 2.00 mmol) in triethylamine (12 mL) was added with 7-iodo-6-methoxybenzofuran-3(2H)-one (0.580 g, 2.00 mmol), dichlorobis(triphenylphosphine)palladium(II) (0.141 g, 0.200 mmol) and copper(I) iodide (0.0381 g, 0.200 mmol), and the mixture was stirred at 50° C. for 4 hours. The reaction mixture was concentrated, then the solid was suspended in a mixed solvent of 50% ethyl acetate in hexane, and the suspension was filtered. ... The product is COC1=C(C2=C(C(CO2)=O)C=C1)C#CCN1CCN(CC1)C(=O)OC(C)(C)C (tert-butyl 4-[3-(6-methoxy-3-oxo-2,3-dihydrobenzofuran-7-yl)prop-2-ynyl]piperazine-1-carboxylate). The reagents and catalysts are Cl[Pd]([P](C1=CC=CC=C1)(C2=CC=CC=C2)C3=CC=CC=C3)([P](C4=CC=CC=C4)(C5=CC=CC=C5)C6=CC=CC=C6)Cl (dichlorobis(triphenylphosphine)palladium(II)), [Cu]I (copper(I) iodide). Starting materials: C(C#C)N1CCN(CC1)C(=O)OC(C)(C)C (tert-butyl 4-(prop-2-ynyl)piperazine-1-carboxylate), IC1=C(C=CC=2C(COC21)=O)OC (7-iodo-6-methoxybenzofuran-3(2H)-one). Isolated yield 61.2%. Starting materials: [OH-].[Na+] (sodium hydroxide), C1(CCCCC1)S (cyclohexanethiol), FC(S(=O)(=O)[O-])(F)F.FC1=CC=C(C=C1)[S+](C1=CC=CC=C1)C1=CC=CC=C1 (4-fluorophenyldiphenylsulfonium trifluoromethanesulfonate). Reagents/catalysts: [Br-].C(CCC)[N+](CCCC)(CCCC)CCCC (tetra-n-butylammonium bromide). The solvent is ClCCl (dichloromethane). Reaction conditions: time 30 minute. Yields the product FC(S(=O)(=O)[O-])(F)F.C1(CCCCC1)SC1=CC=C(C=C1)[S+](C1=CC=CC=C1)C1=CC=CC=C1 (4-cyclohexylthiophenyldiphenylsulfonium trifluoromethanesulfonate). The yield is 58.8%. As a reaction SMILES: [F:1][C:2]([F:8])([F:7])[S:3]([O-:6])(=[O:5])=[O:4].F[C:10]1[CH:15]=[CH:14][C:13]([S+:16]([C:23]2[CH:28]=[CH:27][CH:26]=[CH:25][CH:24]=2)[C:17]2[CH:22]=[CH:21][CH:20]=[CH:19][CH:18]=2)=[CH:12][CH:11]=1.[OH-].[Na+].[CH:31]1([SH:37])[CH2:36][CH2:35][CH2:34][CH2:33][CH2:32]1>ClCCl.[Br-].C([N+](CCCC)(CCCC)CCCC)CCC>[F:1][C:2]([F:8])([F:7])[S:3]([O-:6])(=[O:5])=[O:4].[CH:31]1([S:37][C:10]2[CH:15]=[CH:14][C:13]([S+:16]([C:23]3[CH:28]=[CH:27][CH:26]=[CH:25][CH:24]=3)[C:17]3[CH:22]=[CH:21][CH:20]=[CH:19][CH:18]=3)=[CH:12][CH:11]=2)[CH2:36][CH2:35][CH2:34][CH2:33][CH2:32]1 |f:0.1,2.3,6.7,8.9|. Reported procedure: 267 g of 4-fluorophenyldiphenylsulfonium trifluoromethanesulfonate was dissolved in 2,000 g of dichloromethane, and the atmosphere of the system was replaced with nitrogen. After the addition of 2,000 g of a 10 wt % sodium hydroxide aqueous solution, 58 g of tetra-n-butylammonium bromide, and 72.1 g of cyclohexanethiol to the solution, the mixture was stirred at room temperature for 30 minutes. The mixture was transferred to a separating funnel, and allowed to stand. The aqueous layer was then r... The solvent is O (water). Conditions: time 5 hour. The product is C(C1=CC=CC=C1)N1C=CC2=CC=CC=C12 (N-benzylindole). Starting materials: N1C=CC2=CC=CC=C12 (Indole), C(C1=CC=CC=C1)Cl (benzyl chloride), [OH-].[Na+] (sodium hydroxide), C1=CC=CC=C1 (benzene), compound 1. Reaction SMILES: [NH:1]1[C:9]2[C:4](=[CH:5][CH:6]=[CH:7][CH:8]=2)[CH:3]=[CH:2]1.[CH2:10](Cl)[C:11]1[CH:16]=[CH:15][CH:14]=[CH:13][CH:12]=1.[OH-].[Na+].C1C=CC=CC=1>O>[CH2:10]([N:1]1[C:9]2[C:4](=[CH:5][CH:6]=[CH:7][CH:8]=2)[CH:3]=[CH:2]1)[C:11]1[CH:16]=[CH:15][CH:14]=[CH:13][CH:12]=1 |f:2.3|. Reported procedure: Indole (1.17 g, 0.01 mol) was added to a mixture of benzyl chloride (1.90 g, 0.015 mol), 50% aqueous sodium hydroxide solution (5 ml), benzene (10 ml) and 0.5 mmol of compound 1. The mixture was stirred at 60°-70° C. for 5 hours, then cooled to room temperature and diluted with water (10 ml). The organic layer was separated, washed with diluted hydrochloric acid, water and dried over anhydrous magnesium sulphate. The solvent and excess of benzyl chloride were removed under vacuo and the residue ... The yield is 70.0%. The reactants are C(C)OC(=O)C=1C=NNC1 (1H-Pyrazole-4-carboxylic acid ethyl ester), C([O-])([O-])=O.[K+].[K+] (potassium carbonate), FC1=C(C=CC(=C1)F)N1CC(CC1=O)COS(=O)(=O)C (Methanesulfonic acid 1-(2,4-difluoro-phenyl)-5-oxo-pyrrolidin-3-ylmethyl ester), O (water). The solvent is CN(C)C=O (DMF). Run at temperature 57.5 celsius. Product: C(C)OC(=O)C=1C=NN(C1)CC1CN(C(C1)=O)C1=C(C=C(C=C1)F)F (1-[1-(2,4-Difluoro-phenyl)-5-oxo-pyrrolidin-3-ylmethyl]-1H-pyrazole-4-carboxylic acid ethyl ester). Yield: 88.3%. RXN SMILES: [CH2:1]([O:3][C:4]([C:6]1[CH:7]=[N:8][NH:9][CH:10]=1)=[O:5])[CH3:2].C(=O)([O-])[O-].[K+].[K+].[F:17][C:18]1[CH:23]=[C:22]([F:24])[CH:21]=[CH:20][C:19]=1[N:25]1[C:29](=[O:30])[CH2:28][CH:27]([CH2:31]OS(C)(=O)=O)[CH2:26]1.O>CN(C=O)C>[CH2:1]([O:3][C:4]([C:6]1[CH:7]=[N:8][N:9]([CH2:31][CH:27]2[CH2:28][C:29](=[O:30])[N:25]([C:19]3[CH:20]=[CH:21][C:22]([F:24])=[CH:23][C:18]=3[F:17])[CH2:26]2)[CH:10]=1)=[O:5])[CH3:2] |f:1.2.3|. Reported procedure: A mixture of 1H-Pyrazole-4-carboxylic acid ethyl ester (0.100 g, 0.713 mmol), potassium carbonate (0.019 g, 1.42 mmol), Methanesulfonic acid 1-(2,4-difluoro-phenyl)-5-oxo-pyrrolidin-3-ylmethyl ester (0.32 g, 1.07 mmol) were taken in DMF (2 ml). The reaction mixture was heated at 55-60° C. for 20 hour. The mixture was cooled to room temperature and then to this reaction mixture water (20 ml) was added and extracted with ethyl acetate (3×25 ml), organic layers were combined and washed with brine (... Reactants: Mg, OC1=CC=C(C=O)C=C1 (4-hydroxy-benzaldehyde), C(=C)Br (vinyl bromide), [NH4+].[Cl-] (NH4Cl). Reagents/catalysts: solution, BrBr (bromine). Solvent: C1CCOC1 (THF), C1CCOC1 (THF), C1CCOC1 (THF), C1CCOC1 (THF), O (H2O). Conditions: temperature 70 celsius, time 30 minute. Product: OC(C=C)C1=CC=C(C=C1)O (4-(1-hydroxyallyl)-phenol). Isolated yield 74.6%. RXN SMILES: [CH:1](Br)=[CH2:2].[OH:4][C:5]1[CH:12]=[CH:11][C:8]([CH:9]=[O:10])=[CH:7][CH:6]=1.[NH4+].[Cl-]>C1COCC1.BrBr.O>[OH:10][CH:9]([C:8]1[CH:11]=[CH:12][C:5]([OH:4])=[CH:6][CH:7]=1)[CH:1]=[CH2:2] |f:2.3|. Procedure details: A 2.5l sulfonation flask equipped with stirrer, thermometer, reflux condenser, addition funnel and bubble counter connected to an argon flask is charged with 92.2 g Mg turnings, (4.0 mol) and 150 ml THF. After the system has been flushed with argon one iodine crystal is added followed by 30 drops of a solution of 192.6 g vinyl bromide (1.8 mol) in 300 ml THF. Using an oil bath, the reaction flask is heated to 70° C. and one drop of bromine is added. After ignition of the Grignard-reaction the oi...